From a dataset of the Open Reaction Database (ORD), a public repository of structured organic reaction records. describe an organic reaction: reactants, conditions, products, and yield Reactants: C(C(C)C)C1CC(CCC1)=O (3-isobutyl-cyclohexanone), C(C(=O)C)(=O)O (pyruvic acid), Cl (HCl). Run in C(C)(=O)O (acetic acid). Product: C(C(C)C)C1CCC=2C(OC(C2C)=O)=C1 (6-isobutyl-3-methyl-2,4,5,6-tetrahydro-benzo[b]-furan-2-one). Reaction SMILES: [CH2:1]([CH:5]1[CH2:10][CH2:9][CH2:8][C:7](=[O:11])[CH2:6]1)[CH:2]([CH3:4])[CH3:3].[C:12](O)(=[O:16])[C:13]([CH3:15])=O.Cl>C(O)(=O)C>[CH2:1]([CH:5]1[CH:6]=[C:7]2[O:11][C:12](=[O:16])[C:13]([CH3:15])=[C:8]2[CH2:9][CH2:10]1)[CH:2]([CH3:4])[CH3:3]. Reported procedure: The process according to claim 1, wherein 3-isobutyl-cyclohexanone and pyruvic acid are heated in an HCl and acetic acid solution to give 6-isobutyl-3-methyl-2,4,5,6-tetrahydro-benzo[b]-furan-2-one and this product is heated for 4 to 5 hours with pyridine hydrochloride to give p-isobutylhydratropic acid. Starting materials: N[C@@H](CC1=CC=CC=C1)[C@@H]([C@@H]([C@H](CC1=CC=CC=C1)N)O)O ((2S,3S,4R,5S)-2,5-diamino-3,4-dihydroxy-1,6-diphenylhexane), C(C)(C)(C)OC(=O)OC(=O)OC(C)(C)C (di-t-butyldicarbonate). Run in ClCCl (dichloromethane). Run at time 8 hour. Yields the product N[C@H]([C@H]([C@H]([C@H](CC1=CC=CC=C1)NC(=O)OC(C)(C)C)O)O)CC1=CC=CC=C1 ((2S,3S,4R,5S)-5-Amino-2-(N-((t-butyloxy)carbonyl)amino)-3,4-dihydroxy-1,6-diphenylhexane), C(C)(C)(C)OC(=O)N[C@@H](CC1=CC=CC=C1)[C@H]([C@H]([C@H](CC1=CC=CC=C1)NC(=O)OC(C)(C)C)O)O ((2S,3R,4S,5S)-2,5-Di-(N-((t-butyloxy)carbonyl)amino)-3,4-dihydroxy-1,6-diphenylhexane). Yield: 20.0%. Reaction SMILES: [NH2:1][C@H:2]([C@H:10]([OH:22])[C@H:11]([OH:21])[C@@H:12]([NH2:20])[CH2:13][C:14]1[CH:19]=[CH:18][CH:17]=[CH:16][CH:15]=1)[CH2:3][C:4]1[CH:9]=[CH:8][CH:7]=[CH:6][CH:5]=1.[C:23]([O:27][C:28](O[C:31]([O:33][C:34]([CH3:37])([CH3:36])[CH3:35])=[O:32])=[O:29])([CH3:26])([CH3:25])[CH3:24]>ClCCl>[NH2:1][C@@H:2]([CH2:3][C:4]1[CH:9]=[CH:8][CH:7]=[CH:6][CH:5]=1)[C@@H:10]([OH:22])[C@@H:11]([OH:21])[C@@H:12]([NH:20][C:28]([O:27][C:23]([CH3:26])([CH3:25])[CH3:24])=[O:29])[CH2:13][C:14]1[CH:19]=[CH:18][CH:17]=[CH:16][CH:15]=1.[C:23]([O:27][C:28]([NH:1][C@H:2]([C@@H:10]([OH:22])[C@@H:11]([OH:21])[C@@H:12]([NH:20][C:31]([O:33][C:34]([CH3:35])([CH3:36])[CH3:37])=[O:32])[CH2:13][C:14]1[CH:19]=[CH:18][CH:17]=[CH:16][CH:15]=1)[CH2:3][C:4]1[CH:9]=[CH:8][CH:7]=[CH:6][CH:5]=1)=[O:29])([CH3:26])([CH3:25])[CH3:24]. Reported procedure: A solution of 200 mg (0.67 mmol) of (2S,3S,4R,5S)-2,5-diamino-3,4-dihydroxy-1,6-diphenylhexane in 10 ml of dichloromethane was treated with 174 mg (0.8 mmol) of di-t-butyldicarbonate. After being allowed to stir overnight at ambient temperature, the solution was concentrated, and the residue was purified by silica gel chromatography using 10% methanol in chloroform to provide 180 mg (56%) of the desired compound along with 80 mg (20%) of the resultant compound of Example 206. Starting materials: [Li]CCCC (n-BuLi), BrC=1C=C(SC1)C(CO[Si](C)(C)C(C)(C)C)N(S(=O)(=O)C1=CC=CC=C1)CCC(C)C (N-[1-(4-bromothiophen-2-yl)-2-{[tert-butyl(dimethyl)silyl]oxy}ethyl]-N-(3-methylbutyl)benzenesulfonamide), CN(C)C=O (DMF). The solvent is C1CCOC1 (THF). Conditions: time 5 minute. Yields the product [Si](C)(C)(C(C)(C)C)OCC(C=1SC=C(C1)C=O)N(S(=O)(=O)C1=CC=CC=C1)CCC(C)C (N-[2-{[tert-butyl(dimethyl)silyl]oxy}-1-(4-formylthiophen-2-yl)ethyl]-N-(3-methylbutyl)benzenesulfonamide). As a reaction SMILES: Br[C:2]1[CH:3]=[C:4]([CH:7]([N:17]([CH2:27][CH2:28][CH:29]([CH3:31])[CH3:30])[S:18]([C:21]2[CH:26]=[CH:25][CH:24]=[CH:23][CH:22]=2)(=[O:20])=[O:19])[CH2:8][O:9][Si:10]([C:13]([CH3:16])([CH3:15])[CH3:14])([CH3:12])[CH3:11])[S:5][CH:6]=1.[Li]CCCC.CN([CH:40]=[O:41])C>C1COCC1>[Si:10]([O:9][CH2:8][CH:7]([N:17]([CH2:27][CH2:28][CH:29]([CH3:31])[CH3:30])[S:18]([C:21]1[CH:26]=[CH:25][CH:24]=[CH:23][CH:22]=1)(=[O:20])=[O:19])[C:4]1[S:5][CH:6]=[C:2]([CH:40]=[O:41])[CH:3]=1)([C:13]([CH3:16])([CH3:15])[CH3:14])([CH3:12])[CH3:11]. Procedure details: N-[1-(4-bromothiophen-2-yl)-2-{[tert-butyl(dimethyl)silyl]oxy}ethyl]-N-(3-methylbutyl)benzenesulfonamide (227 mg, 0.415 mmol) was dissolved in 4.1 mL THF and cooled to −78° C. n-BuLi (174 μl (2.5M in hexanes), 0.436 mmol) was added dropwise. The mixture was stirred 5 minutes and DMF (322 μL) was added in one portion. The mixture was stirred 20 minutes and then quenched with aqueous ammonium chloride. The quenched mixture was warmed to room temperature, DCM was added and the phases separated with...